This data is from the Open Reaction Database (ORD), a public repository of structured organic reaction records. The task is: describe an organic reaction: reactants, conditions, products, and yield Reactants: ClC=1C=C2C(=NC1)NC=C2CC2=CC(=NN2CC2=CC=C(C=C2)OC)NCC2=CC=C(C=C2)F ([5-(5-chloro-1H-pyrrolo[2,3-b]pyridin-3-ylmethyl)-1-(4-methoxy-benzyl)-1H-pyrazol-3-yl]-(4-fluoro-benzyl)-amine), FC(C(=O)O)(F)F (trifluoroacetic acid). Run at temperature 70 celsius. The product is ClC=1C=C2C(=NC1)NC=C2CC2=CC(=NN2)NCC2=CC=C(C=C2)F ([5-(5-chloro-1H-pyrrolo[2,3-b]pyridin-3-ylmethyl)-1H-pyrazol-3-yl]-(4-fluoro-benzyl)-amine). As a reaction SMILES: [Cl:1][C:2]1[CH:3]=[C:4]2[C:10]([CH2:11][C:12]3[N:16](CC4C=CC(OC)=CC=4)[N:15]=[C:14]([NH:26][CH2:27][C:28]4[CH:33]=[CH:32][C:31]([F:34])=[CH:30][CH:29]=4)[CH:13]=3)=[CH:9][NH:8][C:5]2=[N:6][CH:7]=1.FC(F)(F)C(O)=O>>[Cl:1][C:2]1[CH:3]=[C:4]2[C:10]([CH2:11][C:12]3[NH:16][N:15]=[C:14]([NH:26][CH2:27][C:28]4[CH:33]=[CH:32][C:31]([F:34])=[CH:30][CH:29]=4)[CH:13]=3)=[CH:9][NH:8][C:5]2=[N:6][CH:7]=1. Procedure: Into a round bottom flask, [5-(5-chloro-1H-pyrrolo[2,3-b]pyridin-3-ylmethyl)-1-(4-methoxy-benzyl)-1H-pyrazol-3-yl]-(4-fluoro-benzyl)-amine (149, 0.060 g, 0.13 mmol) was dissolved in 5 mL of trifluoroacetic acid (60 mmol) and the reaction was heated at 70° C. overnight. The reaction was cooled to room temperature, then concentrated under vacuum and ethyl acetate was added. This was washed with 1 M aqueous potassium carbonate and brine, dried with sodium sulfate and purified by silica gel column c...